Dataset: the Open Reaction Database (ORD), a public repository of structured organic reaction records. Task: describe an organic reaction: reactants, conditions, products, and yield Starting materials: FC=1C=C(C=CC1N1C=NC(=C1)CO)N1C(O[C@H](C1)CNC(C)=O)=O (N-[(5S)-3-(3-Fluoro-4-(4-hydroxymethylimidazol-1-yl)phenyl)-2-oxooxazolidin-5-yl-methyl]acetamide), N1=CNC2=C1C=CC=C2 (benzimidazole), C(C(C)(C)C)OC(N(C)C)OCC(C)(C)C (dimethylformamide dineopentyl acetal). Run in C(C)#N (acetonitrile). Product: FC=1C=C(C=CC1N1C=NC(=C1)CN1C=NC2=C1C=CC=C2)N2C(O[C@H](C2)CNC(C)=O)=O (N-[(5S)-3-(3-Fluoro-4-(4-benzimidazol-1-ylmethylimidazol-1-yl)phenyl)-2-oxooxazolidin-5-ylmethyl]acetamide). Isolated yield 37.3%. As a reaction SMILES: [F:1][C:2]1[CH:3]=[C:4]([N:15]2[CH2:19][C@H:18]([CH2:20][NH:21][C:22](=[O:24])[CH3:23])[O:17][C:16]2=[O:25])[CH:5]=[CH:6][C:7]=1[N:8]1[CH:12]=[C:11]([CH2:13]O)[N:10]=[CH:9]1.[N:26]1[C:30]2[CH:31]=[CH:32][CH:33]=[CH:34][C:29]=2[NH:28][CH:27]=1.C(OC(OCC(C)(C)C)N(C)C)C(C)(C)C>C(#N)C>[F:1][C:2]1[CH:3]=[C:4]([N:15]2[CH2:19][C@H:18]([CH2:20][NH:21][C:22](=[O:24])[CH3:23])[O:17][C:16]2=[O:25])[CH:5]=[CH:6][C:7]=1[N:8]1[CH:12]=[C:11]([CH2:13][N:26]2[C:30]3[CH:31]=[CH:32][CH:33]=[CH:34][C:29]=3[N:28]=[CH:27]2)[N:10]=[CH:9]1. Procedure details: N-[(5S)-3-(3-Fluoro-4-(4-hydroxymethylimidazol-1-yl)phenyl)-2-oxooxazolidin-5-yl-methyl]acetamide (104 mg, 0.3 mM) and benzimidazole (71 mg, 0.6 mM) were suspended in dry acetonitrile (6 ml) under argon, and NAN-dimethylformamide dineopentyl acetal (208 mg, 0.9 mM) added. The mixture was refluxed for 8 hours. Solvent was evaporated, and the residue dissolved in dichloromethane and chrornatographed on a 10 g silica Mega Bond Elut® column, eluting with a gradient increasing in polarity from 0 to 2...